This data is from the Open Reaction Database (ORD), a public repository of structured organic reaction records. The task is: describe an organic reaction: reactants, conditions, products, and yield Reactants: S(=O)(=O)(Cl)Cl (sulfuryl chloride), CC=1C=C(C=CC1)C1SCCS1 (2-(3-methylphenyl)-1,3-dithiolane), C(Cl)(Cl)(Cl)Cl (carbon tetrachloride), C(Cl)(Cl)(Cl)Cl (carbon tetrachloride). The product is CC=1C=C(C=CC1)C(Cl)(Cl)Cl (3-Methylbenzotrichloride). The yield is 89.9%. As a reaction SMILES: S(Cl)(Cl)(=O)=O.[CH3:6][C:7]1[CH:8]=[C:9](C2SCCS2)[CH:10]=[CH:11][CH:12]=1.[C:18]([Cl:22])(Cl)([Cl:20])[Cl:19]>>[CH3:6][C:7]1[CH:12]=[C:11]([C:18]([Cl:22])([Cl:20])[Cl:19])[CH:10]=[CH:9][CH:8]=1. Procedure details: 0.38 moles of sulfuryl chloride in an equal volume of carbon tetrachloride was added dropwise to 21.6 gm (0.11 moles) of 2-(3-methylphenyl)-1,3-dithiolane dissolved in 22 mls of carbon tetrachloride while refluxing and stirring. After the addition, the reaction mixture was stirred for 1 hour at reflux and allowed to cool to room temperature. The solvent was evacuated and the residue Kugelrohr distilled at 65°-70° C. (0.43 mm/Hg) to give 18.32 gm (89.9% yield) of product. NMR and Gas Chromatograp... The reactants are ClC=1C=C2C(C(C(NC2=CC1)C1=CC(=CC=C1)[N+](=O)[O-])(C)C)O (6-chloro-3,3-dimethyl-2-(3-nitro-phenyl)-1,2,3,4-tetrahydro-quinolin-4-ol), FC(C(=O)O)(F)F (trifluoroacetic acid). Run in C(C)[SiH](CC)CC (triethylsilane). Run at temperature 25 celsius, time 1 hour. Product: ClC=1C=C2CC(C(NC2=CC1)C1=CC(=CC=C1)[N+](=O)[O-])(C)C (6-chloro-3,3-dimethyl-2-(3-nitro-phenyl)-1,2,3,4-tetrahydro-quinoline). Isolated yield 77.1%. RXN SMILES: [Cl:1][C:2]1[CH:3]=[C:4]2[C:9](=[CH:10][CH:11]=1)[NH:8][CH:7]([C:12]1[CH:17]=[CH:16][CH:15]=[C:14]([N+:18]([O-:20])=[O:19])[CH:13]=1)[C:6]([CH3:22])([CH3:21])[CH:5]2O.FC(F)(F)C(O)=O>C([SiH](CC)CC)C>[Cl:1][C:2]1[CH:3]=[C:4]2[C:9](=[CH:10][CH:11]=1)[NH:8][CH:7]([C:12]1[CH:17]=[CH:16][CH:15]=[C:14]([N+:18]([O-:20])=[O:19])[CH:13]=1)[C:6]([CH3:22])([CH3:21])[CH2:5]2. Procedure: To a mixture of 6-chloro-3,3-dimethyl-2-(3-nitro-phenyl)-1,2,3,4-tetrahydro-quinolin-4-ol (14.3 g, 43 mmol) and triethylsilane (20 mL) at 25° C. was added trifluoroacetic acid (5 mL) dropwise. The resulting mixture was stirred at 25° C. for 1 h. Then the reaction mixture was concentrated in vacuo and the residue was extracted with ethyl acetate (2×200 mL), washed with saturated aqueous sodium bicarbonate solution (2×100 mL), dried over anhydrous sodium sulfate and concentrated in vacuo. Purifica... Solvent: CCO (EtOH), O1CCOCC1 (dioxane). The product is Cl.Cl.N1CCC(CC1)NC1=CC=C(C=N1)/C=C/C(=O)OCC (ethyl (2E)-3-[6-(4-piperidylamino)-3-pyridyl]acrylate dihydrochloride). Run at temperature 23 celsius, time 30 minute. Procedure details: To a solution of tert-butyl 4-({5-[(1E)-3-ethoxy-3-oxo-1-propen-1-yl]-2-pyridyl}amino)-1-piperidinecarboxylate (2.8 g) in EtOH (20 ml) was added 4N HCl in dioxane (18.6 ml), the mixture was stirred at 23° C. for 30 minutes. The precipitate was collected, washed with IPE, dried under reduced pressure to give ethyl (2E)-3-[6-(4-piperidylamino)-3-pyridyl]acrylate dihydrochloride. Reactants: C(C)OC(/C=C/C=1C=CC(=NC1)NC1CCN(CC1)C(=O)OC(C)(C)C)=O (tert-butyl 4-({5-[(1E)-3-ethoxy-3-oxo-1-propen-1-yl]-2-pyridyl}amino)-1-piperidinecarboxylate), Cl (HCl). RXN SMILES: [CH2:1]([O:3][C:4](=[O:27])/[CH:5]=[CH:6]/[C:7]1[CH:8]=[CH:9][C:10]([NH:13][CH:14]2[CH2:19][CH2:18][N:17](C(OC(C)(C)C)=O)[CH2:16][CH2:15]2)=[N:11][CH:12]=1)[CH3:2].[ClH:28]>CCO.O1CCOCC1>[ClH:28].[ClH:28].[NH:17]1[CH2:18][CH2:19][CH:14]([NH:13][C:10]2[N:11]=[CH:12][C:7](/[CH:6]=[CH:5]/[C:4]([O:3][CH2:1][CH3:2])=[O:27])=[CH:8][CH:9]=2)[CH2:15][CH2:16]1 |f:4.5.6|.